describe an organic reaction: reactants, conditions, products, and yield From a dataset of the Open Reaction Database (ORD), a public repository of structured organic reaction records. Reactants: FC(C=1C=C(C=C(C1)C(F)(F)F)[C@@H]1[C@@H](N(C(O1)=O)CC1=NC(=CC=C1Br)Cl)C)(F)F ((4S,5R)-5-[3,5-bis(trifluoromethyl)phenyl]-3-[(3-bromo-6-chloropyridin-2-yl)methyl]-4-methyl-1,3-oxazolidin-2-one), COC1=C(C=C(C=C1)CC(=O)OC)B1OC(C(O1)(C)C)(C)C (methyl [4-methoxy-3-(4,4,5,5-tetramethyl-1,3,2-dioxaborolan-2-yl)phenyl]acetate), C(=O)([O-])[O-].[K+].[K+] (K2CO3), C1CCOC1 (THF). The reagents and catalysts are [Pd](Cl)Cl.C(C)(C)(C)P([C-]1C=CC=C1)C(C)(C)C.[C-]1(C=CC=C1)P(C(C)(C)C)C(C)(C)C.[Fe+2] (1,1′-bis(di-t-butylphosphino)ferrocene palladium dichloride). Solvent: CCOC(=O)C (EtOAc). Reaction conditions: time 15 minute. The product is FC(C=1C=C(C=C(C1)C(F)(F)F)[C@@H]1[C@@H](N(C(O1)=O)CC1=NC(=CC=C1C=1C=C(C=CC1OC)CC(=O)OC)Cl)C)(F)F (methyl {3-[2-({(4S,5R)-5-[3,5-bis(trifluoromethyl)phenyl]-4-methyl-2-oxo-1,3-oxazolidin-3-yl}methyl)-6-chloropyridin-3-yl]-4-methoxyphenyl}acetate). Reaction SMILES: [F:1][C:2]([F:30])([F:29])[C:3]1[CH:4]=[C:5]([C@H:13]2[O:17][C:16](=[O:18])[N:15]([CH2:19][C:20]3[C:25](Br)=[CH:24][CH:23]=[C:22]([Cl:27])[N:21]=3)[C@H:14]2[CH3:28])[CH:6]=[C:7]([C:9]([F:12])([F:11])[F:10])[CH:8]=1.[CH3:31][O:32][C:33]1[CH:38]=[CH:37][C:36]([CH2:39][C:40]([O:42][CH3:43])=[O:41])=[CH:35][C:34]=1B1OC(C)(C)C(C)(C)O1.C([O-])([O-])=O.[K+].[K+].C1COCC1>CCOC(C)=O.[Pd](Cl)Cl.C(P(C(C)(C)C)[C-]1C=CC=C1)(C)(C)C.[C-]1(P(C(C)(C)C)C(C)(C)C)C=CC=C1.[Fe+2]>[F:1][C:2]([F:30])([F:29])[C:3]1[CH:4]=[C:5]([C@H:13]2[O:17][C:16](=[O:18])[N:15]([CH2:19][C:20]3[C:25]([C:38]4[CH:37]=[C:36]([CH2:39][C:40]([O:42][CH3:43])=[O:41])[CH:35]=[CH:34][C:33]=4[O:32][CH3:31])=[CH:24][CH:23]=[C:22]([Cl:27])[N:21]=3)[C@H:14]2[CH3:28])[CH:6]=[C:7]([C:9]([F:12])([F:11])[F:10])[CH:8]=1 |f:2.3.4,7.8.9.10|. Procedure: A flask was charged with (4S,5R)-5-[3,5-bis(trifluoromethyl)phenyl]-3-[(3-bromo-6-chloropyridin-2-yl)methyl]-4-methyl-1,3-oxazolidin-2-one (265 mg, 0.511 mmol), methyl [4-methoxy-3-(4,4,5,5-tetramethyl-1,3,2-dioxaborolan-2-yl)phenyl]acetate (156.6 mg, 0.511 mmol), 1M K2CO3 (4 mL, 4 mmol), and THF (4 mL). The reaction was degassed with N2 and then 1,1′-bis(di-t-butylphosphino)ferrocene palladium dichloride (16.7 mg, 0.026 mmol) was added while the reaction was stirred vigorously. Vigorous stirrin... Starting materials: COc1ccc(Br)nc1Br, O=[N+]([O-])O, O=S(=O)(O)O. The product is COc1cc([N+](=O)[O-])c(Br)nc1Br. RXN SMILES: [Br:6][c:7]1[n:8][c:9]([Br:15])[cH:10][cH:11][c:12]1[O:13][CH3:14].[OH:16][N+:17]([O-:18])=[O:19].[S:1](=[O:2])(=[O:3])([OH:4])[OH:5]>>[Br:6][c:7]1[n:8][c:9]([Br:15])[c:10]([N+:17](=[O:16])[O-:18])[cH:11][c:12]1[O:13][CH3:14].